This data is from the Open Reaction Database (ORD), a public repository of structured organic reaction records. The task is: describe an organic reaction: reactants, conditions, products, and yield Reactants: CCCC1CCC(c2ncc(C(=O)OCC)c(O)n2)CC1, O=P(Cl)(Cl)Cl. Yields the product CCCC1CCC(c2ncc(C(=O)OCC)c(Cl)n2)CC1. Reaction SMILES: [OH:1][c:2]1[n:3][c:4]([CH:13]2[CH2:14][CH2:15][CH:16]([CH2:19][CH2:20][CH3:21])[CH2:17][CH2:18]2)[n:5][cH:6][c:7]1[C:8](=[O:9])[O:10][CH2:11][CH3:12].[P:22]([Cl:23])([Cl:24])([Cl:25])=[O:26]>>[c:2]1([Cl:24])[n:3][c:4]([CH:13]2[CH2:14][CH2:15][CH:16]([CH2:19][CH2:20][CH3:21])[CH2:17][CH2:18]2)[n:5][cH:6][c:7]1[C:8](=[O:9])[O:10][CH2:11][CH3:12]. Starting materials: Cl.Cl.[C@H]1(CCCN2CCCC[C@H]12)CN1CCC(CC1)NC(=O)C=1NC2=CC=CC(=C2C1)OCC1=COC2=C1C=CC=C2OC (4-(7-Methoxy-benzofuran-3-ylmethoxy)-1H-indole-2-carboxylic acid {1-[(1S,9aR)-1-(octahydro-quinolizin-1-yl)methyl]-piperidin-4-yl}-amide dihydrochloride), Cl.Cl.Cl.NC1CCN(CC1)CCN1C[C@@H]([C@H](CC1)O)C ((3S,4S)-1-[2-(4-Amino-piperidin-1-yl)-ethyl]-3-methyl-piperidin-4-ol trihydrochloride). The product is Cl.Cl.O[C@@H]1[C@H](CN(CC1)CCN1CCC(CC1)NC(=O)C=1NC2=CC=CC(=C2C1)OCC1=COC2=C1C=CC=C2OC)C (4-(7-Methoxy-benzofuran-3-ylmethoxy)-1H-indole-2-carboxylic acid {1-[2-((3S,4S)-4-hydroxy-3-methyl-piperidin-1-yl)-ethyl]-piperidin-4-yl}-amide dihydrochloride). RXN SMILES: [ClH:1].Cl.[C@H]1(C[N:14]2[CH2:19][CH2:18][CH:17]([NH:20][C:21]([C:23]3[NH:24][C:25]4[C:30]([CH:31]=3)=[C:29]([O:32][CH2:33][C:34]3[C:38]5[CH:39]=[CH:40][CH:41]=[C:42]([O:43][CH3:44])[C:37]=5[O:36][CH:35]=3)[CH:28]=[CH:27][CH:26]=4)=[O:22])[CH2:16][CH2:15]2)[C@@H]2N(CCCC2)CCC1.Cl.Cl.Cl.NC1CCN([CH2:55][CH2:56][N:57]2[CH2:62][CH2:61][C@H:60]([OH:63])[C@@H:59]([CH3:64])[CH2:58]2)CC1>>[ClH:1].[ClH:1].[OH:63][C@H:60]1[CH2:61][CH2:62][N:57]([CH2:56][CH2:55][N:14]2[CH2:19][CH2:18][CH:17]([NH:20][C:21]([C:23]3[NH:24][C:25]4[C:30]([CH:31]=3)=[C:29]([O:32][CH2:33][C:34]3[C:38]5[CH:39]=[CH:40][CH:41]=[C:42]([O:43][CH3:44])[C:37]=5[O:36][CH:35]=3)[CH:28]=[CH:27][CH:26]=4)=[O:22])[CH2:16][CH2:15]2)[CH2:58][C@@H:59]1[CH3:64] |f:0.1.2,3.4.5.6,7.8.9|. Reported procedure: This compound is synthesized from 4-(7-methoxy-benzofuran-3-ylmethoxy)-1H-indole-2-carboxylic acid (119, see example 80) and amine 14 analogously to the method described in example 1. Reactants: FCCCBr, O=C([O-])[O-], COCCOC, Cl, N#CC(C#N)CC(F)(F)C(F)(F)C(F)(F)C(F)F, [K+], [K+]. Product: N#CC(C#N)(CCCF)CC(F)(F)C(F)(F)C(F)(F)C(F)F. RXN SMILES: [Br:19][CH2:20][CH2:21][CH2:22][F:23].[C:24](=[O:25])([O-:26])[O-:27].[CH3:31][O:32][CH2:33][CH2:34][O:35][CH3:36].[ClH:30].[F:1][C:2]([CH2:3][CH:4]([C:5]#[N:6])[C:7]#[N:8])([C:9]([C:10]([CH:11]([F:12])[F:13])([F:14])[F:15])([F:16])[F:17])[F:18].[K+:28].[K+:29]>>[F:1][C:2]([CH2:3][C:4]([C:5]#[N:6])([C:7]#[N:8])[CH2:20][CH2:21][CH2:22][F:23])([C:9]([C:10]([CH:11]([F:12])[F:13])([F:14])[F:15])([F:16])[F:17])[F:18]. Reactants: Cl.ClC1=CC=C(CN(N)C2=CC=C(C=C2)SC)C=C1 (1-(4-chlorobenzyl)-1-(4-methylthiophenyl) hydrazine hydrochloride), CCOC(=O)CC1CCCCC1=O (ethyl 2-cyclohexanone acetate), ethyl and isopropyl esters. The product is ClC1=CC=C(CN2C3=CC=C(C=C3C=3CCCC(C23)CC(=O)OCC)SC)C=C1 (Ethyl 9-p-chlorobenzyl-6-methylthio-1,2,3,4-tetrahydrocarbazol-1-yl-acetate). As a reaction SMILES: Cl.[Cl:2][C:3]1[CH:19]=[CH:18][C:6]([CH2:7][N:8]([C:10]2[CH:15]=[CH:14][C:13]([S:16][CH3:17])=[CH:12][CH:11]=2)N)=[CH:5][CH:4]=1.[CH3:20][CH2:21][O:22][C:23]([CH2:25][CH:26]1[C:31](=O)[CH2:30][CH2:29][CH2:28][CH2:27]1)=[O:24]>>[Cl:2][C:3]1[CH:19]=[CH:18][C:6]([CH2:7][N:8]2[C:27]3[CH:26]([CH2:25][C:23]([O:22][CH2:21][CH3:20])=[O:24])[CH2:31][CH2:30][CH2:29][C:28]=3[C:15]3[C:10]2=[CH:11][CH:12]=[C:13]([S:16][CH3:17])[CH:14]=3)=[CH:5][CH:4]=1 |f:0.1|. Procedure details: Following the procedure of Example 1, but using 1-(4-chlorobenzyl)-1-(4-methylthiophenyl) hydrazine hydrochloride and ethyl 2-cyclohexanone acetate as starting materials, the title compound was prepared as a mixture of ethyl and isopropyl esters. The pure title compound was obtained by purification on a flash chromatogram. The reactants are C1(CC1)COC=1C=C(C(=O)Cl)C=CC1OC(F)F (3-cyclopropylmethoxy-4-difluoromethoxy -benzoyl chloride), ClC=1C=NC=C(C1C)Cl (3,5-dichloro-4-methylpyridine), COC=1C=C(C(=O)Cl)C=CC1OC (3,4-dimethoxy-benzoyl chloride). Product: C1(CC1)COC=1C=C(C=CC1OC(F)F)/C(=C/C1=C(C=NC=C1Cl)Cl)/OC(C1=CC(=C(C=C1)OC)OC)=O (3,4-dimethoxy-benzoic acid (Z)-1-(3-cyclopropylmethoxy-4-difluoromethoxy-phenyl)-2-(3,5-dichloro-pyridin-4-yl)vinyl ester). As a reaction SMILES: [CH:1]1([CH2:4][O:5][C:6]2[CH:7]=[C:8]([CH:12]=[CH:13][C:14]=2[O:15][CH:16]([F:18])[F:17])[C:9](Cl)=[O:10])[CH2:3][CH2:2]1.[Cl:19][C:20]1[CH:21]=[N:22][CH:23]=[C:24]([Cl:27])[C:25]=1[CH3:26].[CH3:28][O:29][C:30]1[CH:31]=[C:32]([CH:36]=[CH:37][C:38]=1[O:39][CH3:40])[C:33](Cl)=[O:34]>>[CH:1]1([CH2:4][O:5][C:6]2[CH:7]=[C:8](/[C:9](/[O:10][C:33](=[O:34])[C:32]3[CH:36]=[CH:37][C:38]([O:39][CH3:40])=[C:30]([O:29][CH3:28])[CH:31]=3)=[CH:26]/[C:25]3[C:24]([Cl:27])=[CH:23][N:22]=[CH:21][C:20]=3[Cl:19])[CH:12]=[CH:13][C:14]=2[O:15][CH:16]([F:18])[F:17])[CH2:3][CH2:2]1. Reported procedure: The compound was obtained starting from 3-cyclopropylmethoxy-4-difluoromethoxy -benzoyl chloride, 3,5-dichloro-4-methylpyridine and 3,4-dimethoxy-benzoyl chloride, following the procedure of Example 24. Starting materials: [OH-].[Na+] (sodium hydroxide), [H-].[Al+3].[Li+].[H-].[H-].[H-] (Lithium aluminum hydride), S(=O)(=O)([O-])[O-].[Na+].[Na+] (sodium sulfate), C[C@H]1CC[C@H](CC1)N1C=NC(=C1)C(=O)OCC (Ethyl 1-(cis-4-methylcyclohexyl)-1H-imidazole-4-carboxylate). Run in O (water), O (water), O1CCCC1 (tetrahydrofuran), O1CCCC1 (tetrahydrofuran). Run at temperature 0 celsius, time 30 minute. Yields the product C[C@H]1CC[C@H](CC1)N1C=NC(=C1)C=O (1-(cis-4-Methylcyclohexyl)-1H-imidazole-4-carbaldehyde). Yield: 58.1%. Reaction SMILES: [H-].[Al+3].[Li+].[H-].[H-].[H-].[CH3:7][C@@H:8]1[CH2:13][CH2:12][C@H:11]([N:14]2[CH:18]=[C:17]([C:19](OCC)=[O:20])[N:16]=[CH:15]2)[CH2:10][CH2:9]1.[OH-].[Na+].S([O-])([O-])(=O)=O.[Na+].[Na+]>O1CCCC1.O>[CH3:7][C@@H:8]1[CH2:9][CH2:10][C@H:11]([N:14]2[CH:18]=[C:17]([CH:19]=[O:20])[N:16]=[CH:15]2)[CH2:12][CH2:13]1 |f:0.1.2.3.4.5,7.8,9.10.11|. Procedure details: Lithium aluminum hydride (0.35 g) was suspended in tetrahydrofuran (10 mL). To the suspension, a solution of the compound (1.67 g) obtained in Step 1 of this Reference Example in tetrahydrofuran (10 mL) was added dropwise under ice cooling. The mixture was stirred at 0° C. for 30 minutes and then at room temperature for 2 hours and 40 minutes, and water (2 mL), 5 N aqueous sodium hydroxide (2 mL), and water (6 mL) were added thereto in this order under cooling. The mixture was stirred at room te...